This data is from the Open Reaction Database (ORD), a public repository of structured organic reaction records. The task is: describe an organic reaction: reactants, conditions, products, and yield Isolated yield 96.6%. Product: IC=1C=C(C(=O)OC)C=C(C1OC)[N+](=O)[O-] (Methyl 3-iodo-4-(methyloxy)-5-nitrobenzoate). Reaction SMILES: N[C:2]1[CH:3]=[C:4]([CH:9]=[C:10]([N+:14]([O-:16])=[O:15])[C:11]=1[O:12][CH3:13])[C:5]([O:7][CH3:8])=[O:6].[I:17]I.N(OC(C)(C)C)=O>C1(C)C=CC=CC=1>[I:17][C:2]1[CH:3]=[C:4]([CH:9]=[C:10]([N+:14]([O-:16])=[O:15])[C:11]=1[O:12][CH3:13])[C:5]([O:7][CH3:8])=[O:6]. Reactants: NC=1C=C(C(=O)OC)C=C(C1OC)[N+](=O)[O-] (Methyl 3-amino-4-(methyloxy)-5-nitrobenzoate), II (iodine), N(=O)OC(C)(C)C (1,1-dimethylethyl nitrite). Solvent: C1(=CC=CC=C1)C (toluene). Procedure: To a solution of methyl 3-amino-4-(methyloxy)-5-nitrobenzoate (D163) (370 mg, 1.64 mmol, 1 equiv) in toluene (20 ml) at 0° C. was added iodine (218 mg, 0.86 mmol, 0.5 equiv) then 1,1-dimethylethyl nitrite (200 mg, 1.75 mmol, 1.1 equiv) and the resulting mixture was stirred at room temperature for 15 h then partitioned between AcOEt and brine. The two layers were separated and the organic phase was dried over MgSO4 and concentrated in vacuo. Purification of the residue by flash chromatography on ... Reactants: C1CCOC1, [Li]CCCC, Clc1ccc2sccc2c1, CN(C)C=O. The product is O=Cc1cc2cc(Cl)ccc2s1. As a reaction SMILES: [CH2:21]1[O:22][CH2:23][CH2:24][CH2:25]1.[CH3:11][CH2:12][CH2:13][CH2:14][Li:15].[Cl:1][c:2]1[cH:3][c:4]2[c:5]([s:6][cH:7][cH:8]2)[cH:9][cH:10]1.[O:16]=[CH:17][N:18]([CH3:19])[CH3:20]>>[Cl:1][c:2]1[cH:3][c:4]2[c:5]([s:6][c:7]([CH:17]=[O:16])[cH:8]2)[cH:9][cH:10]1. Starting materials: O1COC2=C1C=CC(=C2)CCS (2-(1,3-benzodioxol-5-yl)ethanethiol), BrCCS(=O)(=O)[O-].[Na+] (sodium 2-bromoethanesulfonate), [OH-].[Na+] (sodium hydroxide). Solvent: C(C)O (ethanol), O (water). The product is O1COC2=C1C=CC(=C2)CCSCCS(=O)(=O)[O-].[Na+] (Sodium 2-[{2-(1,3-benzodioxol-5-yl)ethyl}thio]-ethanesulfonate). Isolated yield 73.9%. RXN SMILES: [O:1]1[C:5]2[CH:6]=[CH:7][C:8]([CH2:10][CH2:11][SH:12])=[CH:9][C:4]=2[O:3][CH2:2]1.Br[CH2:14][CH2:15][S:16]([O-:19])(=[O:18])=[O:17].[Na+:20].[OH-].[Na+]>C(O)C.O>[O:1]1[C:5]2[CH:6]=[CH:7][C:8]([CH2:10][CH2:11][S:12][CH2:14][CH2:15][S:16]([O-:19])(=[O:18])=[O:17])=[CH:9][C:4]=2[O:3][CH2:2]1.[Na+:20] |f:1.2,3.4,7.8|. Procedure details: 15 g of 2-(1,3-benzodioxol-5-yl)ethanethiol and 17.4 g of sodium 2-bromoethanesulfonate were dissolved in a mixture of 280 ml of ethanol and 120 ml of water. 3.3 g of sodium hydroxide was added to the solution and the mixture was heated under reflux for 1 h. The reaction mixture was concentrated and 500 ml of ethyl acetate and 500 ml of water were added thereto. After separation of the layers, the aqueous layer was acidified with hydrochloric acid. After extraction with n-butanol, the extract wa... The yield is 93.9%. Reported procedure: A solution of 5a (11.24 g, 30 mmol) in CH2Cl2 (100 mL) was cooled to -60° C. and treated dropwise with a solution of diisobutylaluminum hydride in CH2Cl2 (1.0M, 40 mL). The reaction mixture was quenched with saturated potassium sodium tartrate tetrahydrate and warmed to room temperature. The aqueous layer was extracted with CH2Cl2, and the combined organic layer was washed with water and brine. The organic layer was dried (NaSO4) and concentrated. The residue was purified by flash column chromat... Solvent: C(Cl)Cl (CH2Cl2), C(Cl)Cl (CH2Cl2). Starting materials: O([Si](C)(C)C(C)(C)C)CC(=CC(=O)OC)CO[Si](C)(C)C(C)(C)C (Methyl 3,3-bis[(tert-butyldimethylsiloxy)methyl]acrylate), [H-].C(C(C)C)[Al+]CC(C)C (diisobutylaluminum hydride). Yields the product O([Si](C)(C)C(C)(C)C)CC(=CCO)CO[Si](C)(C)C(C)(C)C (3,3-Bis[(tert-butyldimethylsiloxy)methyl]-2-propen-1-ol). As a reaction SMILES: [O:1]([CH2:9][C:10]([CH2:16][O:17][Si:18]([C:21]([CH3:24])([CH3:23])[CH3:22])([CH3:20])[CH3:19])=[CH:11][C:12](OC)=[O:13])[Si:2]([C:5]([CH3:8])([CH3:7])[CH3:6])([CH3:4])[CH3:3].[H-].C([Al+]CC(C)C)C(C)C>C(Cl)Cl>[O:17]([CH2:16][C:10]([CH2:9][O:1][Si:2]([C:5]([CH3:8])([CH3:7])[CH3:6])([CH3:3])[CH3:4])=[CH:11][CH2:12][OH:13])[Si:18]([C:21]([CH3:23])([CH3:22])[CH3:24])([CH3:20])[CH3:19] |f:1.2|. Starting materials: CC(C)(C)OC(=O)N(Cc1ccc(Cl)c(CO)c1)C1CC1, CC#N, O=[Mn]=O. Product: CC(C)(C)OC(=O)N(Cc1ccc(Cl)c(C=O)c1)C1CC1. RXN SMILES: [C:1]([CH3:2])([CH3:3])([CH3:4])[O:5][C:6]([N:7]([CH:8]1[CH2:9][CH2:10]1)[CH2:11][c:12]1[cH:13][c:14]([CH2:19][OH:20])[c:15]([Cl:18])[cH:16][cH:17]1)=[O:21].[CH3:22][C:23]#[N:24].[O:25]=[Mn:26]=[O:27]>>[C:1]([CH3:2])([CH3:3])([CH3:4])[O:5][C:6]([N:7]([CH:8]1[CH2:9][CH2:10]1)[CH2:11][c:12]1[cH:13][c:14]([CH:19]=[O:20])[c:15]([Cl:18])[cH:16][cH:17]1)=[O:21]. Starting materials: C1CC(N2C(CCC12)=O)=O (tetrahydro-pyrrolizine-3,5-dione), FC=1C=C(C[Mg]Cl)C=CC1 (3-fluorobenzylmagnesium chloride). The product is FC=1C=C(C=CC1)CC(CCC1CCC(N1)=O)=O (5-[4-(3-fluoro-phenyl)-3-oxo-butyl]-pyrrolidin-2-one). Isolated yield 62.3%. RXN SMILES: [CH2:1]1[CH:8]2[N:4]([C:5](=[O:9])[CH2:6][CH2:7]2)[C:3](=[O:10])[CH2:2]1.[F:11][C:12]1[CH:13]=[C:14]([CH:18]=[CH:19][CH:20]=1)[CH2:15][Mg]Cl>>[F:11][C:12]1[CH:13]=[C:14]([CH2:15][C:5](=[O:9])[CH2:6][CH2:7][CH:8]2[NH:4][C:3](=[O:10])[CH2:2][CH2:1]2)[CH:18]=[CH:19][CH:20]=1. Procedure details: Analogous to the procedure described for Example 1A, Step A, tetrahydro-pyrrolizine-3,5-dione (2 g, 14 mmol) was reacted with 3-fluorobenzylmagnesium chloride (0.25M in Et2O, 62 mL, 15.5 mmol) over 2.5 h. Purification by medium pressure chromatography using a solvent gradient (1:1 hexanes:EtOAc to 2:1 EtOAc:hexanes to EtOAc to 2% MeOH in CH2Cl2 to 10% MeOH in CH2Cl2) provided 5-[4-(3-fluoro-phenyl)-3-oxo-butyl]-pyrrolidin-2-one (2.1730 g). 1H NMR (CDCl3) δ7.32-7.27 (m, 1H), 7.00-6.90 (m, 3H), 6.... Reactants: [BH3-]C#N, CC(=O)[O-], CO, CC(=O)c1ccccc1-c1cc(F)ccc1F, [NH4+], [Na+]. Yields the product CC(N)c1ccccc1-c1cc(F)ccc1F. As a reaction SMILES: [C:23](#[N:24])[BH3-:25].[CH3:19][C:20](=[O:21])[O-:22].[CH3:27][OH:28].[F:1][c:2]1[c:3](-[c:9]2[c:10]([C:15]([CH3:16])=[O:17])[cH:11][cH:12][cH:13][cH:14]2)[cH:4][c:5]([F:8])[cH:6][cH:7]1.[NH4+:18].[Na+:26]>>[F:1][c:2]1[c:3](-[c:9]2[c:10]([CH:15]([CH3:16])[NH2:24])[cH:11][cH:12][cH:13][cH:14]2)[cH:4][c:5]([F:8])[cH:6][cH:7]1.